Dataset: the Open Reaction Database (ORD), a public repository of structured organic reaction records. Task: describe an organic reaction: reactants, conditions, products, and yield The reactants are C(C)(=O)O[BH-](OC(C)=O)OC(C)=O.[Na+] (Sodium triacetoxyborohydride), ClC1=CC(=NC2=CC(=CC=C12)C=O)C (4-chloro-2-methyl-quinoline-7-carbaldehyde), NC1=CC=C(C#N)C=C1 (4-aminobenzonitrile), C(C)(=O)O (acetic acid). Run in ClCCCl (1,2-dichloroethane). Product: ClC1=CC(=NC2=CC(=CC=C12)CNC1=CC=C(C#N)C=C1)C (4-[(4-Chloro-2-methyl-quinolin-7-ylmethyl)-amino]-benzonitrile). Isolated yield 65.0%. As a reaction SMILES: C(O[BH-](OC(=O)C)OC(=O)C)(=O)C.[Na+].[Cl:15][C:16]1[C:25]2[C:20](=[CH:21][C:22]([CH:26]=O)=[CH:23][CH:24]=2)[N:19]=[C:18]([CH3:28])[CH:17]=1.[NH2:29][C:30]1[CH:37]=[CH:36][C:33]([C:34]#[N:35])=[CH:32][CH:31]=1.C(O)(=O)C>ClCCCl>[Cl:15][C:16]1[C:25]2[C:20](=[CH:21][C:22]([CH2:26][NH:29][C:30]3[CH:37]=[CH:36][C:33]([C:34]#[N:35])=[CH:32][CH:31]=3)=[CH:23][CH:24]=2)[N:19]=[C:18]([CH3:28])[CH:17]=1 |f:0.1|. Procedure: Sodium triacetoxyborohydride (74 mg, 0.34 mmol) was added to a solution of 4-chloro-2-methyl-quinoline-7-carbaldehyde (example 13a, 50 mg, 0.24 mmol), 4-aminobenzonitrile (29 mg, 0.24 mmol), and acetic acid (88 mg, 1.5 mmol) in 1,2-dichloroethane (0.5 mL), then after 16 h the reaction mixture was partitioned between ethyl acetate and 2 M aq. sodium hydroxide solution. The organic layer was washed with brine, dried (MgSO4), and evaporated. Flash chromatography (SiO2, hexane/ethyl acetate 1:1) aff... Starting materials: CC1(C2CC=C(C1C2)CCO)C ((−)-nopol), [H-].[Na+] (NaH), [OH-].[Na+] (NaOH), ClCC(=O)O (2-chloroacetic acid). The solvent is C(OC)COC (dimethoxy ethane), O (water), C(OC)COC (dimethoxy ethane). Run at temperature 45 celsius. The product is CC1([C@H]2CC=C([C@@H]1C2)CCOCC(=O)O)C (2-(2-((1R,5S)-6,6-dimethylbicyclo[3.1.1]hept-2-en-2-yl)ethoxy)acetic acid). Isolated yield 52609.0%. As a reaction SMILES: [CH3:1][C:2]1([CH3:12])[CH:7]2[CH2:8][CH:3]1[CH2:4][CH:5]=[C:6]2[CH2:9][CH2:10][OH:11].[H-].[Na+].Cl[CH2:16][C:17]([OH:19])=[O:18].[OH-].[Na+]>C(COC)OC.O>[CH3:1][C:2]1([CH3:12])[C@H:7]2[CH2:8][C@@H:3]1[CH2:4][CH:5]=[C:6]2[CH2:9][CH2:10][O:11][CH2:16][C:17]([OH:19])=[O:18] |f:1.2,4.5|. Procedure details: To a solution of (−)-nopol (Aldrich) (100 g, 0.60 mmol) in dimethoxy ethane (350 mL) was added NaH (60% oil dispersion, 31.1 g, 0.81 mmol). The mixture was refluxed for 2.5 hours, cooled to 45° C., and 2-chloroacetic acid (23.5 g 0.25 mmol) in dimethoxy ethane (180 mL) was added drop wise over a period of 1.5 hours. The reaction mixture was refluxed for 1 hour. After cooling at room temperature, water (75 mL) was added slowly, followed by 10% aqueous NaOH. The mixture was extracted with ether (1... The reactants are O=C([O-])[O-], CC1CN(C)C(=O)c2c(OCc3ccccc3)c3c(=O)[nH]ncc3n21, [Cs+], [Cs+], Fc1ccc(CBr)cc1, CN(C)C=O. Yields the product CC1CN(C)C(=O)c2c(OCc3ccccc3)c3c(=O)n(Cc4ccc(F)cc4)ncc3n21. RXN SMILES: [C:35](=[O:36])([O-:37])[O-:38].[CH2:1]([c:2]1[cH:3][cH:4][cH:5][cH:6][cH:7]1)[O:8][c:9]1[c:10]2[n:11]([c:12]3[cH:13][n:14][nH:15][c:16](=[O:18])[c:17]13)[CH:19]([CH3:25])[CH2:20][N:21]([CH3:24])[C:22]2=[O:23].[Cs+:39].[Cs+:40].[F:26][c:27]1[cH:28][cH:29][c:30]([CH2:31][Br:32])[cH:33][cH:34]1.[O:41]=[CH:42][N:43]([CH3:44])[CH3:45]>>[CH2:1]([c:2]1[cH:3][cH:4][cH:5][cH:6][cH:7]1)[O:8][c:9]1[c:10]2[n:11]([c:12]3[cH:13][n:14][n:15]([CH2:31][c:30]4[cH:29][cH:28][c:27]([F:26])[cH:34][cH:33]4)[c:16](=[O:18])[c:17]13)[CH:19]([CH3:25])[CH2:20][N:21]([CH3:24])[C:22]2=[O:23]. Procedure: 5-(4-(6-(4-Amino-phenoxy)-1-methyl-1H-benzimidazol-2-ylmethoxy)-benzyl)-thiazolidine-2,4-dione.dihydrochloride (Japanese Patent Application (Kokai) No. Hei 11-193276) was used in place of 5-(4-(6-(3-isopropylamino-phenoxy)-1-methyl-1H-benzimidazol-2-ylmethoxy)-benzyl)-thiazolidine-2,4-dione.dihydrochloride of Production Example 4, and acetone was used in place of acetaldehyde to give the title compound in similar manner to Production Example 4. Run in CC(=O)C (acetone). Product: C(C)(C)NC1=CC=C(OC=2C=CC3=C(N(C(=N3)COC3=CC=C(CC4C(NC(S4)=O)=O)C=C3)C)C2)C=C1 (5-(4-(6-(4-Isopropylamino-phenoxy)-1-methyl-1H-benzimidazol-2-ylmethoxy)-benzyl)-thiazolidine-2,4-dione). Reaction SMILES: Cl.Cl.[NH2:3][C:4]1[CH:36]=[CH:35][C:7]([O:8][C:9]2[CH:10]=[CH:11][C:12]3[N:16]=[C:15]([CH2:17][O:18][C:19]4[CH:32]=[CH:31][C:22]([CH2:23][CH:24]5[S:28][C:27](=[O:29])[NH:26][C:25]5=[O:30])=[CH:21][CH:20]=4)[N:14]([CH3:33])[C:13]=3[CH:34]=2)=[CH:6][CH:5]=1.Cl.Cl.[CH:39](NC1C=C(C=CC=1)OC1C=CC2N=C(COC3C=CC(CC4SC(=O)NC4=O)=CC=3)N(C)C=2C=1)([CH3:41])[CH3:40]>CC(C)=O>[CH:39]([NH:3][C:4]1[CH:36]=[CH:35][C:7]([O:8][C:9]2[CH:10]=[CH:11][C:12]3[N:16]=[C:15]([CH2:17][O:18][C:19]4[CH:32]=[CH:31][C:22]([CH2:23][CH:24]5[S:28][C:27](=[O:29])[NH:26][C:25]5=[O:30])=[CH:21][CH:20]=4)[N:14]([CH3:33])[C:13]=3[CH:34]=2)=[CH:6][CH:5]=1)([CH3:41])[CH3:40] |f:0.1.2,3.4.5|. Starting materials: Cl.Cl.NC1=CC=C(OC=2C=CC3=C(N(C(=N3)COC3=CC=C(CC4C(NC(S4)=O)=O)C=C3)C)C2)C=C1 (5-(4-(6-(4-Amino-phenoxy)-1-methyl-1H-benzimidazol-2-ylmethoxy)-benzyl)-thiazolidine-2,4-dione.dihydrochloride), Cl.Cl.C(C)(C)NC=1C=C(OC=2C=CC3=C(N(C(=N3)COC3=CC=C(CC4C(NC(S4)=O)=O)C=C3)C)C2)C=CC1 (5-(4-(6-(3-isopropylamino-phenoxy)-1-methyl-1H-benzimidazol-2-ylmethoxy)-benzyl)-thiazolidine-2,4-dione.dihydrochloride). Starting materials: C1(=CC=CC=C1)C=CC(=O)C1=CC=CC=C1 (Chalcone), FC(C(=O)O)(F)F (trifluoroacetic acid), NCCOC=1C=C(C=CC1)C(/C=C/C=1C=CC(=C(C(=O)OCC)C1)OCC(=O)O)=O.FC(C(=O)[O-])(F)F ((E)-Ethyl 5-[3-((3-(2-aminoethoxy)phenyl))-3-oxo-1-propenyl]-2-(carboxymethoxy)benzoate ·trifluoroacetate). The solvent is C(Cl)Cl (CH2Cl2). Yields the product C(C=C)OC1=C(C=C(C=C1)OCCN)C(/C=C/C=1C=CC(=C(C(=O)OCC)C1)OCC(=O)O)=O.FC(C(=O)[O-])(F)F ((E)-Ethyl 5-[3-((2-(1-prop-2-enyloxy)-5-(2-aminoethoxy)phenyl))-3-oxo-1-propenyl]-2-(carboxymethoxy)benzoate·trifluoroacetate). Yield: 76.0%. RXN SMILES: C1([CH:7]=[CH:8][C:9](C2C=CC=CC=2)=[O:10])C=CC=CC=1.[F:17][C:18]([F:23])([F:22])[C:19]([OH:21])=[O:20].[NH2:24][CH2:25][CH2:26][O:27][C:28]1[CH:29]=[C:30]([C:34](=[O:53])/[CH:35]=[CH:36]/[C:37]2[CH:38]=[CH:39][C:40]([O:48][CH2:49][C:50]([OH:52])=[O:51])=[C:41]([CH:47]=2)[C:42]([O:44][CH2:45][CH3:46])=[O:43])[CH:31]=[CH:32][CH:33]=1.FC(F)(F)C([O-])=O>C(Cl)Cl>[CH2:9]([O:10][C:31]1[CH:32]=[CH:33][C:28]([O:27][CH2:26][CH2:25][NH2:24])=[CH:29][C:30]=1[C:34](=[O:53])/[CH:35]=[CH:36]/[C:37]1[CH:38]=[CH:39][C:40]([O:48][CH2:49][C:50]([OH:52])=[O:51])=[C:41]([CH:47]=1)[C:42]([O:44][CH2:45][CH3:46])=[O:43])[CH:8]=[CH2:7].[F:17][C:18]([F:23])([F:22])[C:19]([O-:21])=[O:20] |f:2.3,5.6|. Reported procedure: Chalcone 3e was deprotected using trifluoroacetic acid in CH2Cl2 as described for 2f to yield a yellow solid (76%). HR-MS: Calc'd. 470.1815, Found 470.1810. Reactants: ClC(Cl)Cl, OC(CCl)CN(Cc1ccccc1)Cc1ccccc1, [Na+], [OH-], O. The product is c1ccc(CN(Cc2ccccc2)CC2CO2)cc1. As a reaction SMILES: [CH:23]([Cl:24])([Cl:25])[Cl:26].[Cl:1][CH2:2][CH:3]([CH2:4][N:5]([CH2:6][c:7]1[cH:8][cH:9][cH:10][cH:11][cH:12]1)[CH2:13][c:14]1[cH:15][cH:16][cH:17][cH:18][cH:19]1)[OH:20].[Na+:22].[OH-:21].[OH2:27]>>[CH2:2]1[CH:3]([CH2:4][N:5]([CH2:6][c:7]2[cH:8][cH:9][cH:10][cH:11][cH:12]2)[CH2:13][c:14]2[cH:15][cH:16][cH:17][cH:18][cH:19]2)[O:20]1. Starting materials: O1COC2=C1C=CC(=C2)C(NC=O)S(=O)(=O)C2=CC=C(C=C2)C (N-[benzo[1,3]dioxol-5-yl-(toluene-4-sulfonyl)-methyl]-formamide), C(O)([O-])=O.[Na+] (sodium hydrogen carbonate), P(=O)(Cl)(Cl)Cl (phosphorous oxychloride), N1=C(C=CC=C1C)C (2,6-lutidine). Solvent: C1CCOC1 (THF). Reaction conditions: time 2 hour. Product: [N+](#[C-])C(C1=CC2=C(OCO2)C=C1)S(=O)(=O)C1=CC=C(C=C1)C (5-[Isocyano-(toluene4-sulfonyl)-methyl]-benzo[1,3]dioxole). Isolated yield 28.6%. As a reaction SMILES: [O:1]1[C:5]2[CH:6]=[CH:7][C:8]([CH:10]([S:14]([C:17]3[CH:22]=[CH:21][C:20]([CH3:23])=[CH:19][CH:18]=3)(=[O:16])=[O:15])[NH:11][CH:12]=O)=[CH:9][C:4]=2[O:3][CH2:2]1.P(Cl)(Cl)(Cl)=O.N1C(C)=CC=CC=1C.C(=O)([O-])O.[Na+]>C1COCC1>[N+:11]([CH:10]([S:14]([C:17]1[CH:18]=[CH:19][C:20]([CH3:23])=[CH:21][CH:22]=1)(=[O:16])=[O:15])[C:8]1[CH:7]=[CH:6][C:5]2[O:1][CH2:2][O:3][C:4]=2[CH:9]=1)#[C-:12] |f:3.4|. Procedure details: To a solution of N-[benzo[1,3]dioxol-5-yl-(toluene-4-sulfonyl)-methyl]-formamide (740 mg, 2.22 mmol) in THF (50 mL) was slowly added phosphorous oxychloride (0.41 mL, 4.44 mmol, 2 equiv). The resulting reaction mixture was stirred at ambient temperature for 2 hours, cooled to 0° C. and slowly treated with 2,6-lutidine (1.55 mL, 13.32 mmol, 6 equiv). The reaction mixture was stirred at ambient temperature for 48 hours, treated with saturated aqueous sodium hydrogen carbonate (80 mL), and then ext...